Dataset: the Open Reaction Database (ORD), a public repository of structured organic reaction records. Task: describe an organic reaction: reactants, conditions, products, and yield Starting materials: O=C1CCC(=O)N1Br, CC(C)=O, CC(C)C(=O)CC(=O)Nc1ccccc1. The product is CC(C)C(=O)C(Br)C(=O)Nc1ccccc1. As a reaction SMILES: [Br:1][N:2]1[C:3](=[O:4])[CH2:5][CH2:6][C:7]1=[O:8].[CH3:24][C:25](=[O:26])[CH3:27].[c:9]1([NH:15][C:16]([CH2:17][C:18]([CH:19]([CH3:20])[CH3:21])=[O:22])=[O:23])[cH:10][cH:11][cH:12][cH:13][cH:14]1>>[Br:1][CH:17]([C:16]([NH:15][c:9]1[cH:10][cH:11][cH:12][cH:13][cH:14]1)=[O:23])[C:18]([CH:19]([CH3:20])[CH3:21])=[O:22]. Starting materials: C(C)(C)(C)OC([C@H]1N(CCC1)C(C(CSCC1=CC=C(C=C1)OC)SC)=O)=O (1-[3-(4-Methoxybenzylmercapto)-2-(methylthio)propanoyl]-L-proline tert-butyl ester), FC(S(=O)(=O)O)(F)F (Trifluoromethanesulfonic acid). Yields the product SCC(C(=O)N1[C@H](C(=O)O)CCC1)SC (1-[3-mercapto-2-(methylthio)propanoyl]-L-proline). Run in ClCCl (dichloromethane), C1(=CC=CC=C1)OC (anisole). Procedure: 1-[3-(4-Methoxybenzylmercapto)-2-(methylthio)propanoyl]-L-proline tert-butyl ester (0.5 g.) is dissolved in a mixture of dichloromethane (2 ml.) and anisole (1.1 ml.) under a blanket of argon in an ice bath. Trifluoromethanesulfonic acid (1 g.) is added and the mixture is stirred at room temperature for thirty minutes. The solvent is removed in vacuo and the residue is distributed between water and ethyl acetate. The organic layer is washed six times with water, dried and concentrated to dryness... As a reaction SMILES: C([O:5][C:6](=[O:28])[C@@H:7]1[CH2:11][CH2:10][CH2:9][N:8]1[C:12](=[O:27])[CH:13]([S:25][CH3:26])[CH2:14][S:15]CC1C=CC(OC)=CC=1)(C)(C)C.FC(F)(F)S(O)(=O)=O>ClCCl.C1(OC)C=CC=CC=1>[SH:15][CH2:14][CH:13]([S:25][CH3:26])[C:12]([N:8]1[CH2:9][CH2:10][CH2:11][C@H:7]1[C:6]([OH:28])=[O:5])=[O:27]. Product: CNC(=O)c1cccc(Cl)c1Nc1nc(Nc2ccc3c(c2)C(C)(C)CCC(=O)N3)ncc1Cl. Starting materials: COCCO, CNC(=O)c1cccc(Cl)c1Nc1nc(Cl)ncc1Cl, Cl, CC1(C)CCC(=O)Nc2ccc(N)cc21, C1COCCO1. RXN SMILES: [CH3:43][O:44][CH2:45][CH2:46][OH:47].[Cl:1][c:2]1[c:3]([NH:12][c:13]2[n:14][c:15]([Cl:20])[n:16][cH:17][c:18]2[Cl:19])[c:4]([C:5](=[O:6])[NH:7][CH3:8])[cH:9][cH:10][cH:11]1.[ClH:36].[NH2:21][c:22]1[cH:23][c:24]2[c:25]([cH:34][cH:35]1)[NH:26][C:27](=[O:33])[CH2:28][CH2:29][C:30]2([CH3:31])[CH3:32].[O:37]1[CH2:38][CH2:39][O:40][CH2:41][CH2:42]1>>[Cl:1][c:2]1[c:3]([NH:12][c:13]2[n:14][c:15]([NH:21][c:22]3[cH:23][c:24]4[c:25]([cH:34][cH:35]3)[NH:26][C:27](=[O:33])[CH2:28][CH2:29][C:30]4([CH3:31])[CH3:32])[n:16][cH:17][c:18]2[Cl:19])[c:4]([C:5](=[O:6])[NH:7][CH3:8])[cH:9][cH:10][cH:11]1. Starting materials: C(C)(=O)N[C@@H](C(C(=O)OCC)(C(=O)OCC)CC(C)C)P(=O)O (diethyl 2-[(R)-(acetamido)(hydroxyphosphinyl)-methyl]-2-isobutylmalonate), O.[OH-].[Li+] (lithium hydroxide monohydrate), Cl (hydrochloric acid). Run in O (water). Reaction conditions: time 3 day. The product is C(C)(=O)N[C@@H](C(C(=O)OCC)(C(=O)O)CC(C)C)P(=O)O (ethyl hydrogen 2-[(R)-(acetamido)(hydroxyphosphinyl)methyl]-2(RS)-isobutylmalonate). Yield: 92.9%. Reaction SMILES: [C:1]([NH:4][C@H:5]([PH:21]([OH:23])=[O:22])[C:6]([CH2:17][CH:18]([CH3:20])[CH3:19])([C:12]([O:14]CC)=[O:13])[C:7]([O:9][CH2:10][CH3:11])=[O:8])(=[O:3])[CH3:2].O.[OH-].[Li+].Cl>O>[C:1]([NH:4][C@H:5]([PH:21]([OH:23])=[O:22])[C:6]([CH2:17][CH:18]([CH3:19])[CH3:20])([C:12]([OH:14])=[O:13])[C:7]([O:9][CH2:10][CH3:11])=[O:8])(=[O:3])[CH3:2] |f:1.2.3|. Reported procedure: 7.02 g of diethyl 2-[(R)-(acetamido)(hydroxyphosphinyl)-methyl]-2-isobutylmalonate were suspended in 20 ml of water and 1.76 g of lithium hydroxide monohydrate were added. The mixture was stirred at room temperature for 3 days and was then acidified by the addition of 6 ml of concentrated hydrochloric acid. The solution was then saturated with sodium chloride and extracted ten times with dichloromethane. The combined extracts were dried over anhydrous magnesium sulfate and evaporated to give 6.0... Reactants: C(C1=CC=CC=C1)OC1=C(C(=O)NC2=C(C(=O)OC(C)(C)C)C=CC(=C2)C2=CC=CC=C2)C=C(C=C1)N1CCC2(OCCO2)CC1 (tert-butyl 2-(2-(benzyloxy)-5-(1,4-dioxa-8-azaspiro[4,5]decan-8-yl)benzamido)-4-phenylbenzoate). Reagents/catalysts: [C].[Pd] (palladium-carbon). Run in CO (methanol), C(C)(=O)OCC (ethyl acetate), C(C)(=O)OCC (Ethyl acetate). Run at time 3 hour. The product is O1CCOC12CCN(CC2)C=2C=CC(=C(C(=O)NC1=C(C(=O)OC(C)(C)C)C=CC(=C1)C1=CC=CC=C1)C2)O (tert-butyl 2-(5-(1,4-dioxa-8-azaspiro[4,5]decan-8-yl)-2-hydroxybenzamido)-4-phenylbenzoate). Yield: 78.0%. RXN SMILES: C([O:8][C:9]1[CH:36]=[CH:35][C:34]([N:37]2[CH2:46][CH2:45][C:40]3([O:44][CH2:43][CH2:42][O:41]3)[CH2:39][CH2:38]2)=[CH:33][C:10]=1[C:11]([NH:13][C:14]1[CH:26]=[C:25]([C:27]2[CH:32]=[CH:31][CH:30]=[CH:29][CH:28]=2)[CH:24]=[CH:23][C:15]=1[C:16]([O:18][C:19]([CH3:22])([CH3:21])[CH3:20])=[O:17])=[O:12])C1C=CC=CC=1>CO.C(OCC)(=O)C.[C].[Pd]>[O:41]1[C:40]2([CH2:39][CH2:38][N:37]([C:34]3[CH:35]=[CH:36][C:9]([OH:8])=[C:10]([CH:33]=3)[C:11]([NH:13][C:14]3[CH:26]=[C:25]([C:27]4[CH:28]=[CH:29][CH:30]=[CH:31][CH:32]=4)[CH:24]=[CH:23][C:15]=3[C:16]([O:18][C:19]([CH3:20])([CH3:22])[CH3:21])=[O:17])=[O:12])[CH2:46][CH2:45]2)[O:44][CH2:43][CH2:42]1 |f:3.4|. Procedure details: To a solution mixture of the obtained tert-butyl 2-(2-(benzyloxy)-5-(1,4-dioxa-8-azaspiro[4,5]decan-8-yl)benzamido)-4-phenylbenzoate (0.18 g) in methanol (1.5 mL) and ethyl acetate (1.5 mL), 10% palladium-carbon (0.091 g) was added, followed by stirring under a hydrogen atmosphere at room temperature for 3 hours. Ethyl acetate was added to the reaction mixture. The insoluble substance was removed by filtration, and then the solvent was evaporated under reduced pressure. Diisopropyl ether was add... Starting materials: aqueous solution, [OH-].[Na+] (sodium hydroxide), C(#N)[BH3-].[Na+] (sodium cyanoborohydride), C(C1=CC=CC=C1)N1C[C@H]([C@H](C1)C)CN (cis-1-Benzyl-4-methyl-3-aminomethylpyrrolidine), C(#N)[BH3-].[Na+] (sodium cyanoborohydride), C(C1=CC=CC=C1)=O (benzaldehyde). Run in CO (methanol). Run at time 1 hour. Yields the product C(C1=CC=CC=C1)N1C[C@H]([C@H](C1)C)CNCC1=CC=CC=C1 (cis-1-benzyl-3-benzylaminomethyl-4-methylpyrrolidine). As a reaction SMILES: [CH2:1]([N:8]1[CH2:12][C@H:11]([CH3:13])[C@H:10]([CH2:14][NH2:15])[CH2:9]1)[C:2]1[CH:7]=[CH:6][CH:5]=[CH:4][CH:3]=1.[CH:16](=O)[C:17]1[CH:22]=[CH:21][CH:20]=[CH:19][CH:18]=1.C([BH3-])#N.[Na+].[OH-].[Na+]>CO>[CH2:1]([N:8]1[CH2:12][C@H:11]([CH3:13])[C@H:10]([CH2:14][NH:15][CH2:16][C:17]2[CH:22]=[CH:21][CH:20]=[CH:19][CH:18]=2)[CH2:9]1)[C:2]1[CH:7]=[CH:6][CH:5]=[CH:4][CH:3]=1 |f:2.3,4.5|. Reported procedure: cis-1-Benzyl-4-methyl-3-aminomethylpyrrolidine (1000 mg) was dissolved in methanol (10 mL). While this solution was chilled in an ice water bath, benzaldehyde (0.50 mL) was added dropwise and the mixture was stirred at room temperature for 1 hour. Subsequently, sodium cyanoborohydride (184 mg) was added and the mixture was stirred at room temperature for 1.5 hours, followed by addition of a second portion of sodium cyanoborohydride (123 mg) and then further stirring for 5.5 hours. To the resulti... Reactants: BrCc1ccccc1, O=C([O-])[O-], CN(C)C=O, [K+], [K+], O, COC(=O)c1cc([N+](=O)[O-])c(O)cc1C(F)(F)F. Yields the product COC(=O)c1cc([N+](=O)[O-])c(OCc2ccccc2)cc1C(F)(F)F. RXN SMILES: [Br:19][CH2:20][c:21]1[cH:22][cH:23][cH:24][cH:25][cH:26]1.[C:27](=[O:28])([O-:29])[O-:30].[CH3:34][N:35]([CH3:36])[CH:37]=[O:38].[K+:31].[K+:32].[OH2:33].[OH:1][c:2]1[cH:3][c:4]([C:15]([F:16])([F:17])[F:18])[c:5]([C:6](=[O:7])[O:8][CH3:9])[cH:10][c:11]1[N+:12](=[O:13])[O-:14]>>[O:1]([c:2]1[cH:3][c:4]([C:15]([F:16])([F:17])[F:18])[c:5]([C:6](=[O:7])[O:8][CH3:9])[cH:10][c:11]1[N+:12](=[O:13])[O-:14])[CH2:20][c:21]1[cH:22][cH:23][cH:24][cH:25][cH:26]1. Starting materials: N=1NC(C=CC1)=O (3(2H)-pyridazinone), C(C=C)(=O)OCC (ethyl acrylate). The solvent is C(C)O (ethanol). Conditions: temperature 0 celsius. Product: C(C)OC(CCN1N=CC=CC1=O)=O (ethyl-3-(3-oxo-2-pyridazinyl)propionate). Yield: 82.4%. As a reaction SMILES: [N:1]1[NH:2][C:3](=[O:7])[CH:4]=[CH:5][CH:6]=1.[C:8]([O:12][CH2:13][CH3:14])(=[O:11])[CH:9]=[CH2:10]>C(O)C>[CH2:13]([O:12][C:8](=[O:11])[CH2:9][CH2:10][N:2]1[C:3](=[O:7])[CH:4]=[CH:5][CH:6]=[N:1]1)[CH3:14]. Procedure: To a stirred solution of 5.76 g (0.06 mole) of 3(2H)-pyridazinone and 8 g (0.08 mole) of ethyl acrylate in 100 ml of ethanol, 2 ml of Triton-B was added dropwise while maintaining the temperature at 0° C. The mixture was refluxed for 4 hours, then distilled to give an orange oil residue. The crude oil was extracted with chloroform. The extract was washed with water, dried over anhydrous sodium sulfate and distilled. The residual oil was distilled in a vacuum to give 9.7 g (83% yield) of ethyl-3-...